From a dataset of the Open Reaction Database (ORD), a public repository of structured organic reaction records. describe an organic reaction: reactants, conditions, products, and yield Starting materials: CC(C)(C)OC(=O)NC1CCC(C(=O)O)CC1, Cl, CN(C(=O)N(C)C1CNCC1c1ccc(F)cc1)c1cc(C(F)(F)F)cc(C(F)(F)F)c1. Product: CN(C(=O)N(C)C1CN(C(=O)C2CCC(NC(=O)OC(C)(C)C)CC2)CC1c1ccc(F)cc1)c1cc(C(F)(F)F)cc(C(F)(F)F)c1. RXN SMILES: [C:34]([CH3:35])([CH3:36])([CH3:37])[O:38][C:39](=[O:40])[NH:41][CH:42]1[CH2:43][CH2:44][CH:45]([C:48](=[O:49])[OH:50])[CH2:46][CH2:47]1.[ClH:1].[F:2][C:3]([c:4]1[cH:5][c:6]([N:14]([C:15](=[O:16])[N:17]([CH3:18])[CH:19]2[CH2:20][NH:21][CH2:22][CH:23]2[c:24]2[cH:25][cH:26][c:27]([F:30])[cH:28][cH:29]2)[CH3:31])[cH:7][c:8]([C:10]([F:11])([F:12])[F:13])[cH:9]1)([F:32])[F:33]>>[F:2][C:3]([c:4]1[cH:5][c:6]([N:14]([C:15](=[O:16])[N:17]([CH3:18])[CH:19]2[CH2:20][N:21]([C:48]([CH:45]3[CH2:44][CH2:43][CH:42]([NH:41][C:39]([O:38][C:34]([CH3:35])([CH3:36])[CH3:37])=[O:40])[CH2:47][CH2:46]3)=[O:49])[CH2:22][CH:23]2[c:24]2[cH:25][cH:26][c:27]([F:30])[cH:28][cH:29]2)[CH3:31])[cH:7][c:8]([C:10]([F:11])([F:12])[F:13])[cH:9]1)([F:32])[F:33]. Reactants: COc1ccc(C(=O)O)cc1, [Cl-], Nc1cc(C(F)(F)F)c(Br)cc1S(N)(=O)=O. Yields the product COc1ccc(C(=O)Nc2cc(C(F)(F)F)c(Br)cc2S(N)(=O)=O)cc1. Reaction SMILES: [C:18]([c:19]1[cH:20][cH:21][c:22]([O:25][CH3:26])[cH:23][cH:24]1)(=[O:27])[OH:28].[Cl-:17].[NH2:1][c:2]1[c:3]([S:13](=[O:14])(=[O:15])[NH2:16])[cH:4][c:5]([Br:12])[c:6]([C:8]([F:9])([F:10])[F:11])[cH:7]1>>[NH:1]([c:2]1[c:3]([S:13](=[O:14])(=[O:15])[NH2:16])[cH:4][c:5]([Br:12])[c:6]([C:8]([F:9])([F:10])[F:11])[cH:7]1)[C:18]([c:19]1[cH:20][cH:21][c:22]([O:25][CH3:26])[cH:23][cH:24]1)=[O:27].